describe an organic reaction: reactants, conditions, products, and yield From a dataset of the Open Reaction Database (ORD), a public repository of structured organic reaction records. Reactants: S(=O)(Cl)Cl (thionyl chloride), ClC1=CC=C(C=C1)C(C(=O)O)OC1=CC(=C(C=C1)F)C(F)(F)F (2-(4-chloro-phenyl)-2-(4-fluoro-3-trifluoromethylphenoxy)-acetic acid). Solvent: C(Cl)(Cl)Cl (chloroform). Run at time 30 minute. Yields the product ClC1=CC=C(C=C1)C(C(=O)Cl)OC1=CC(=C(C=C1)F)C(F)(F)F (2-(4-chlorophenyl)-2-(4-fluoro-3-trifluoromethyl-phenoxy)-acetyl chloride). As a reaction SMILES: S(Cl)([Cl:3])=O.[Cl:5][C:6]1[CH:11]=[CH:10][C:9]([CH:12]([O:16][C:17]2[CH:22]=[CH:21][C:20]([F:23])=[C:19]([C:24]([F:27])([F:26])[F:25])[CH:18]=2)[C:13](O)=[O:14])=[CH:8][CH:7]=1>C(Cl)(Cl)Cl>[Cl:5][C:6]1[CH:11]=[CH:10][C:9]([CH:12]([O:16][C:17]2[CH:22]=[CH:21][C:20]([F:23])=[C:19]([C:24]([F:27])([F:26])[F:25])[CH:18]=2)[C:13]([Cl:3])=[O:14])=[CH:8][CH:7]=1. Procedure details: 11.45 g (0.096 mol) of freshly distilled thionyl chloride are added to a suspension of 28.65 g (0.077 mol) of 2-(4-chloro-phenyl)-2-(4-fluoro-3-trifluoromethylphenoxy)-acetic acid in 35 ml of dry chloroform. The mixture is stirred for 30 minutes at ambient temperature and is then heated at the reflux temperature until all the acid has dissolved (about 6 hours). The solution is evaporated to dryness under reduced pressure and 2-(4-chlorophenyl)-2-(4-fluoro-3-trifluoromethyl-phenoxy)-acetyl chlori... The reactants are COC(N1CCC(CC1)CCC=1N(CCN1)CC)OC (4-[2-(1-ethyl-4,5-dihydro-imidazol-2-yl)ethyl]-1-piperidine carboxaldehyde dimethylacetal), CC1([C@@H](N2[C@H](S1)[C@@H](C2=O)N)C(=O)O)C (6-aminopenicillanic acid), C(C)(C)N(CC)C(C)C (diisopropylethylamine), C(Cl)(Cl)Cl (chloroform), C(Cl)(Cl)Cl (chloroform). Run at temperature 0 celsius, time 3 hour. The product is Cl.C(C)N1C(=NCC1)CCC1CCN(CC1)C=NC1(N2C(CC2SC1(C)C)=O)C(=O)O ([[4-[2-(1-ethyl-4,5-dihydro-1H-imidazol-2-yl)ethyl]-1-piperidinyl]methylene]amino-3,3-dimethyl-7-oxo-4-thia-1-azabicyclo[3.2.0]heptane-2-carboxylic acid hydrochloride). The yield is 35.0%. As a reaction SMILES: CO[CH:3](OC)[N:4]1[CH2:9][CH2:8][CH:7]([CH2:10][CH2:11][C:12]2[N:13]([CH2:17][CH3:18])[CH2:14][CH2:15][N:16]=2)[CH2:6][CH2:5]1.[CH3:21][C:22]1([CH3:34])[S:26][C@@H:25]2[C@H:27](N)[C:28](=[O:29])[N:24]2[C@H:23]1[C:31]([OH:33])=[O:32].C([N:38](C(C)C)CC)(C)C.C(Cl)(Cl)[Cl:45]>>[ClH:45].[CH2:17]([N:13]1[CH2:14][CH2:15][N:16]=[C:12]1[CH2:11][CH2:10][CH:7]1[CH2:6][CH2:5][N:4]([CH:3]=[N:38][C:23]2([C:31]([OH:33])=[O:32])[C:22]([CH3:34])([CH3:21])[S:26][CH:25]3[N:24]2[C:28](=[O:29])[CH2:27]3)[CH2:9][CH2:8]1)[CH3:18] |f:4.5|. Procedure: A solution of 4-[2-(1-ethyl-4,5-dihydro-imidazol-2-yl)ethyl]piperidine (0.66 g, 0.0031M) in methanol (6 ml) and dimethylformamide dimethylacetal (6 ml) was heated at 90° C. for 6 hrs. Removal of the excess of dimethylformamide dimethylacetal gave 4-[2-(1-ethyl-4,5-dihydro-imidazol-2-yl)ethyl]-1-piperidine carboxaldehyde dimethylacetal. The solution of the piperidine carboxaldehyde dimethylacetal in chloroform (5 ml) was then added to a mixture of 6-aminopenicillanic acid (0.6 g, 0.0028M) and dii... The reactants are C(C)OC(=O)C1(C(C=CCC1)O)C1=CC=CC=C1 (1-phenyl-2-hydroxy-cyclohex-3-ene-1-carboxylic-acid-ethyl-ester), S(=O)(Cl)Cl (thionyl chloride). The solvent is CN(C=O)C (dimethylformamide). The product is C(C)OC(=O)C1(C(C=CCC1)Cl)C1=CC=CC=C1 (1-phenyl-2-chloro-cyclohex-3-ene-1-carboxylic-acid-ethyl-ester). Reaction SMILES: [CH2:1]([O:3][C:4]([C:6]1([C:13]2[CH:18]=[CH:17][CH:16]=[CH:15][CH:14]=2)[CH2:11][CH2:10][CH:9]=[CH:8][CH:7]1O)=[O:5])[CH3:2].S(Cl)([Cl:21])=O>CN(C)C=O>[CH2:1]([O:3][C:4]([C:6]1([C:13]2[CH:18]=[CH:17][CH:16]=[CH:15][CH:14]=2)[CH2:11][CH2:10][CH:9]=[CH:8][CH:7]1[Cl:21])=[O:5])[CH3:2]. Procedure details: 15 g of 1-phenyl-2-hydroxy-cyclohex-3-ene-1-carboxylic-acid-ethyl-ester and 15 cc. of thionyl chloride and 1 cc. of dimethylformamide are heated under reflux for 10 minutes. Then direct distillation is done. 12.2 g of 1-phenyl-2-chloro-cyclohex-3-ene-1-carboxylic-acid-ethyl-ester of the boiling point 0.1/122°-5° C are obtained. By reacting with 12 g of β-phenylethyl amine in 100 cc. of DMSO for 2 hrs. at 100° C, processing as described above, 6.0 g of hydrochloride m.p. 179°-82° C are obtained. The reactants are ClC=1C=C(C=CC1Cl)S(=O)(=O)Cl (3,4-Dichlorobenzenesulfonyl chloride), NCC1=NN=C(N1C=1SC(=CC1C(C1=C(C=CC=C1)Cl)=O)CC)C (3-aminomethyl-4-(3-(2-chlorobenzoyl)-5-ethylthiophen-2-yl)-5-methyl[1,2,4]triazole). Product: ClC1=C(C(=O)C2=C(SC(=C2)CC)N2C(=NN=C2C)CNS(=O)(=O)C2=CC(=C(C=C2)Cl)Cl)C=CC=C1 (N-(4-(3-(2-chlorobenzoyl)-5-ethylthiophen-2-yl)-5-methyl[1,2,4]triazol-3-ylmethyl)-3,4-dichlorobenzenesulfonamide). As a reaction SMILES: [Cl:1][C:2]1[CH:3]=[C:4]([S:9](Cl)(=[O:11])=[O:10])[CH:5]=[CH:6][C:7]=1[Cl:8].[NH2:13][CH2:14][C:15]1[N:19]([C:20]2[S:21][C:22]([CH2:34][CH3:35])=[CH:23][C:24]=2[C:25](=[O:33])[C:26]2[CH:31]=[CH:30][CH:29]=[CH:28][C:27]=2[Cl:32])[C:18]([CH3:36])=[N:17][N:16]=1>>[Cl:32][C:27]1[CH:28]=[CH:29][CH:30]=[CH:31][C:26]=1[C:25]([C:24]1[CH:23]=[C:22]([CH2:34][CH3:35])[S:21][C:20]=1[N:19]1[C:18]([CH3:36])=[N:17][N:16]=[C:15]1[CH2:14][NH:13][S:9]([C:4]1[CH:5]=[CH:6][C:7]([Cl:8])=[C:2]([Cl:1])[CH:3]=1)(=[O:11])=[O:10])=[O:33]. Procedure: 3,4-Dichlorobenzenesulfonyl chloride and 3-aminomethyl-4-(3-(2-chlorobenzoyl)-5-ethylthiophen-2-yl)-5-methyl[1,2,4]triazole are reacted, and treated in the same manner as in Example 48 to give N-(4-(3-(2-chlorobenzoyl)-5-ethylthiophen-2-yl)-5-methyl[1,2,4]triazol-3-ylmethyl)-3,4-dichlorobenzenesulfonamide. Starting materials: C1(=CC=CC=C1)C (toluene), [OH-].[Na+] (sodium hydroxide), C1(CCCCC1)NC1CCCCC1 (dicyclohexylamine), FC1=CN=C(C(=N1)C#N)O (6-fluoro-3-hydroxy-2-pyrazinecarbonitrile). Run in O (water). Reaction conditions: temperature 10 celsius, time 30 minute. Product: FC1=CN=C(C(=N1)C(=O)N)O (6-fluoro-3-hydroxy-2-pyrazinecarboxamide). As a reaction SMILES: C1(C)C=CC=CC=1.[OH-:8].[Na+].C1(NC2CCCCC2)CCCCC1.[F:23][C:24]1[N:29]=[C:28]([C:30]#[N:31])[C:27]([OH:32])=[N:26][CH:25]=1>O>[F:23][C:24]1[N:29]=[C:28]([C:30]([NH2:31])=[O:8])[C:27]([OH:32])=[N:26][CH:25]=1 |f:1.2|. Procedure details: 300 ml of toluene was added to a 600 ml water solution of 37.5 g of sodium hydroxide. Then 150 g of dicyclohexylamine salt of 6-fluoro-3-hydroxy-2-pyrazinecarbonitrile was added at 15 to 25° C. and the solution was stirred at the same temperature for 30 minutes. The water layer was separated and washed with toluene, and then 150 ml of water was added, followed by dropwise addition of 106 g of a 30% hydrogen peroxide solution at 15 to 30° C. and one-hour stirring at 20 to 30° C. Then 39 ml of hyd...